The task is: describe an organic reaction: reactants, conditions, products, and yield. This data is from the Open Reaction Database (ORD), a public repository of structured organic reaction records. Reactants: N#Cc1ccc(C(=O)O)cc1O, CO, O=S(=O)(O)O. The product is COC(=O)c1ccc(C#N)c(O)c1. RXN SMILES: [C:6](#[N:7])[c:8]1[c:9]([OH:17])[cH:10][c:11]([C:12](=[O:13])[OH:14])[cH:15][cH:16]1.[CH3:18][OH:19].[S:1](=[O:2])(=[O:3])([OH:4])[OH:5]>>[C:6](#[N:7])[c:8]1[c:9]([OH:17])[cH:10][c:11]([C:12](=[O:13])[O:14][CH3:18])[cH:15][cH:16]1. Starting materials: CCOc1ccc2c(c1)n(C1CCCCC1)c(=O)n2S(=O)(=O)c1ccc(C(=O)OCc2ccccc2)cc1OC, CCOC(C)=O. Product: CCOc1ccc2c(c1)n(C1CCCCC1)c(=O)n2S(=O)(=O)c1ccc(C(=O)O)cc1OC. Reaction SMILES: [CH2:1]([CH3:2])[O:3][c:4]1[cH:5][c:6]2[c:7]([n:8]([S:18](=[O:19])(=[O:20])[c:21]3[c:22]([O:37][CH3:38])[cH:23][c:24]([C:27](=[O:28])[O:29][CH2:30][c:31]4[cH:32][cH:33][cH:34][cH:35][cH:36]4)[cH:25][cH:26]3)[c:9](=[O:17])[n:10]2[CH:11]2[CH2:12][CH2:13][CH2:14][CH2:15][CH2:16]2)[cH:39][cH:40]1.[CH3:41][CH2:42][O:43][C:44]([CH3:45])=[O:46]>>[CH2:1]([CH3:2])[O:3][c:4]1[cH:5][c:6]2[c:7]([n:8]([S:18](=[O:19])(=[O:20])[c:21]3[c:22]([O:37][CH3:38])[cH:23][c:24]([C:27](=[O:28])[OH:29])[cH:25][cH:26]3)[c:9](=[O:17])[n:10]2[CH:11]2[CH2:12][CH2:13][CH2:14][CH2:15][CH2:16]2)[cH:39][cH:40]1. Reactants: C(C1=CC=CC=C1)(=O)Cl (benzoyl chloride), COC=1C=C(C=CC1OC)C=C1OC2=C(C1=O)C=CC(=C2)O (2-[(3,4-dimethoxyphenyl)methylene]-6-hydroxy-3(2H)-benzofuranone), C(C)(=O)OCC (ethyl acetate). Solvent: N1=CC=CC=C1 (pyridine). Product: COC=1C=C(C=CC1OC)C=C1OC2=C(C1=O)C=CC(=C2)OC(C2=CC=CC=C2)=O (2-[(3,4-dimethoxyphenyl)methylene]-6-benzoyloxy-3(2H)-benzofuranone). Reaction SMILES: [CH3:1][O:2][C:3]1[CH:4]=[C:5]([CH:11]=[C:12]2[C:16](=[O:17])[C:15]3[CH:18]=[CH:19][C:20]([OH:22])=[CH:21][C:14]=3[O:13]2)[CH:6]=[CH:7][C:8]=1[O:9][CH3:10].[C:23](Cl)(=[O:30])[C:24]1[CH:29]=[CH:28][CH:27]=[CH:26][CH:25]=1.C(OCC)(=O)C>N1C=CC=CC=1>[CH3:1][O:2][C:3]1[CH:4]=[C:5]([CH:11]=[C:12]2[C:16](=[O:17])[C:15]3[CH:18]=[CH:19][C:20]([O:22][C:23](=[O:30])[C:24]4[CH:29]=[CH:28][CH:27]=[CH:26][CH:25]=4)=[CH:21][C:14]=3[O:13]2)[CH:6]=[CH:7][C:8]=1[O:9][CH3:10]. Procedure details: After 2-[(3,4-dimethoxyphenyl)methylene]-6-hydroxy-3(2H)-benzofuranone 0.5 g was dissolved in pyridine 5 ml, benzoyl chloride 0.282 ml was added, and the mixture was refluxed for two hours. The reaction mixture was cooled to room temperature, ethyl acetate 50 ml was added, and the mixture was washed with 2N-hydrochloric acid 50 ml twice and with saturated sodium bicarbonate solution 50 ml. After the ethyl acetate solution was dehydrated with anhydrous magnesium sulfate, it was concentrated under... Reactants: C(CCC)=C1C(N(C(S1)=O)CCCSC1=CC=CC=2N1C=CN2)=O (5-butylidene-3-[3-(imidazo[1,2-a]pyridin-5-ylthio)propyl]thiazolidine-2,4-dione), Cl (hydrochloric acid). The solvent is CO (methanol). The product is Cl.C(CCC)=C1C(N(C(S1)=O)CCCSC1=CC=CC=2N1C=CN2)=O (5-butylidene-3-[3-(imidazo[1,2-a]pyridin-5-ylthio)propyl]thiazolidine-2,4-dione hydrochloride). Reaction SMILES: [CH:1](=[C:5]1[S:9][C:8](=[O:10])[N:7]([CH2:11][CH2:12][CH2:13][S:14][C:15]2[N:20]3[CH:21]=[CH:22][N:23]=[C:19]3[CH:18]=[CH:17][CH:16]=2)[C:6]1=[O:24])[CH2:2][CH2:3][CH3:4].[ClH:25]>CO>[ClH:25].[CH:1](=[C:5]1[S:9][C:8](=[O:10])[N:7]([CH2:11][CH2:12][CH2:13][S:14][C:15]2[N:20]3[CH:21]=[CH:22][N:23]=[C:19]3[CH:18]=[CH:17][CH:16]=2)[C:6]1=[O:24])[CH2:2][CH2:3][CH3:4] |f:3.4|. Procedure details: To a solution of 1.27 g (3.51 mmol) of 5-butylidene-3-[3-(imidazo[1,2-a]pyridin-5-ylthio)propyl]thiazolidine-2,4-dione in 30 ml of methanol, 0.35 ml of concentrated hydrochloric acid was added. After the solvent was distilled off, the residue was washed with diethyl ether to yield 1.33 g (95.4%, light orange solid) of the desired product. Starting materials: CN1C=2C(C(=O)OC1=O)=CC=CC2 (N-Methylisatoic anhydride), N1(C=NC=C1)CCCN (3-imidazol-1-ylpropylamine). Run in O1CCOCC1 (dioxan). Reaction conditions: time 40 minute. Yields the product CNC1=C(C(=O)NCCCN2C=NC=C2)C=CC=C1 (2-methylamino-N-(3-imidazol-1-ylpropyl)benzamide). The yield is 69.8%. RXN SMILES: C[N:2]1[C:8](=O)[O:7][C:5](=O)[C:4]2=[CH:10][CH:11]=[CH:12][CH:13]=[C:3]12.[N:14]1([CH2:19][CH2:20][CH2:21][NH2:22])[CH:18]=[CH:17][N:16]=[CH:15]1>O1CCOCC1>[CH3:8][NH:2][C:3]1[CH:13]=[CH:12][CH:11]=[CH:10][C:4]=1[C:5]([NH:22][CH2:21][CH2:20][CH2:19][N:14]1[CH:18]=[CH:17][N:16]=[CH:15]1)=[O:7]. Procedure: N-Methylisatoic anhydride (17.7 g) was added in portions to a stirred solution of 3-imidazol-1-ylpropylamine (12.5 g) in dioxan (150 ml) over a period of 15 minutes. Stirring was continued for 40 minutes before the solution was evaporated in vacuo to give 2-methylamino-N-(3-imidazol-1-ylpropyl)benzamide (18.0 g), in the form of a buff coloured solid, m.p. 138°-141° C., after recrystallisation from isopropanol. Starting materials: O=C([O-])[O-], CS(C)=O, CN(C)c1cc(O)c([N+](=O)[O-])c(F)c1, C=CCI, [K+], [K+], O. Yields the product C=CCOc1cc(N(C)C)cc(F)c1[N+](=O)[O-]. Reaction SMILES: [C:19](=[O:20])([O-:21])[O-:22].[CH3:25][S:26](=[O:27])[CH3:28].[CH3:5][N:6]([c:7]1[cH:8][c:9]([F:17])[c:10]([N+:14](=[O:15])[O-:16])[c:11]([OH:13])[cH:12]1)[CH3:18].[I:1][CH2:2][CH:3]=[CH2:4].[K+:23].[K+:24].[OH2:29]>>[CH2:2]([CH:3]=[CH2:4])[O:13][c:11]1[c:10]([N+:14](=[O:15])[O-:16])[c:9]([F:17])[cH:8][c:7]([N:6]([CH3:5])[CH3:18])[cH:12]1.